Dataset: the Open Reaction Database (ORD), a public repository of structured organic reaction records. Task: describe an organic reaction: reactants, conditions, products, and yield The reactants are CCC(O)(CC)c1ccc2ccc(OCc3ccccc3)cc2c1, CCO, [H][H]. Product: CCC(O)(CC)c1ccc2ccc(O)cc2c1. As a reaction SMILES: [CH2:1]([c:2]1[cH:3][cH:4][cH:5][cH:6][cH:7]1)[O:8][c:9]1[cH:10][cH:11][c:12]2[cH:13][cH:14][c:15]([C:19]([CH2:20][CH3:21])([CH2:22][CH3:23])[OH:24])[cH:16][c:17]2[cH:18]1.[CH3:27][CH2:28][OH:29].[H:25][H:26]>>[OH:8][c:9]1[cH:10][cH:11][c:12]2[cH:13][cH:14][c:15]([C:19]([CH2:20][CH3:21])([CH2:22][CH3:23])[OH:24])[cH:16][c:17]2[cH:18]1. Reactants: N1C(COCC1)C(=O)O (3-morphline carboxylic acid), C1CCC2=NCCCN2CC1 (DBU), ClC1=C(C=CC(=C1)[N+](=O)[O-])N=C=O (2-chloro-4-nitrophenylisocyanate). Run in C(Cl)Cl (methylene chloride), ClCCCl (1,2-dichloroethane). Conditions: temperature 160 celsius. Product: ClC1=C(C=CC(=C1)[N+](=O)[O-])N1C(N2C(COCC2)C1=O)=O (2-(2-chloro-4-nitrophenyl)tetrahydro-1H-imidazo[5,1-c][1,4]oxazine-1,3(2H)-dione). Isolated yield 54.2%. As a reaction SMILES: [NH:1]1[CH2:6][CH2:5][O:4][CH2:3][CH:2]1[C:7]([OH:9])=O.C1CCN2C(=NCCC2)CC1.[Cl:21][C:22]1[CH:27]=[C:26]([N+:28]([O-:30])=[O:29])[CH:25]=[CH:24][C:23]=1[N:31]=[C:32]=[O:33]>ClCCCl.C(Cl)Cl>[Cl:21][C:22]1[CH:27]=[C:26]([N+:28]([O-:30])=[O:29])[CH:25]=[CH:24][C:23]=1[N:31]1[C:7](=[O:9])[CH:2]2[CH2:3][O:4][CH2:5][CH2:6][N:1]2[C:32]1=[O:33]. Procedure details: To a stirred solution of 3-morphline carboxylic acid (0.100 g; 0.627 mmol), DBU (187 μL; 1.25 mmol) in 1,2-dichloroethane (2.8 mL) was added 2-chloro-4-nitrophenylisocyanate (0.149 g; 0.752 mmol) and the resulting mixture was heated at 160° C. in the microwave for 10 min. The reaction was diluted with methylene chloride (15 mL), washed with 1N HCl (10 mL), sat. NaHCO3 (10 mL) and concentrated under vacuum to give the crude product. The residue was purified by column chromatography eluting with e... Starting materials: C(C)OC(=O)C=1C=C(C(=O)O)C=C(C1)CO (3-(Ethoxycarbonyl)-5-(hydroxymethyl)benzoic acid), C(CCl)Cl (EDC), 1-HOBT, C(C)(C)N(CC)C(C)C (diisopropylethylamine), C(CC)NCCC (dipropyl amine). Run in CN(C)C=O (DMF). Yields the product C(CC)N(C(=O)C=1C=C(C(=O)OCC)C=C(C1)CO)CCC (ethyl 3-[(dipropylamino)carbonyl]-5-(hydroxymethyl)benzoate). RXN SMILES: [CH2:1]([O:3][C:4]([C:6]1[CH:7]=[C:8]([CH:12]=[C:13]([CH2:15][OH:16])[CH:14]=1)[C:9]([OH:11])=O)=[O:5])[CH3:2].C(Cl)CCl.C(N(C(C)C)CC)(C)C.[CH2:30]([NH:33][CH2:34][CH2:35][CH3:36])[CH2:31][CH3:32]>CN(C=O)C>[CH2:30]([N:33]([CH2:34][CH2:35][CH3:36])[C:9]([C:8]1[CH:7]=[C:6]([CH:14]=[C:13]([CH2:15][OH:16])[CH:12]=1)[C:4]([O:3][CH2:1][CH3:2])=[O:5])=[O:11])[CH2:31][CH3:32]. Procedure: A mixture of diethyl 1,3,5-benzenetricarboxylate (5.2 g) and borane methylsulfide complex (6.1 g) is stirred in THF (150 mL) at 20-25 degrees C. overnight. The mixture is then treated with methanol, concentrated to dryness, and chouromatographed (silica gel) to give diethyl 5-(hydroxymethyl)isophthalate. Diethyl 5-(hydroxymethyl)isophthalate (3.4 g) is hydroyzed in ethanol and water with lithium hydroxide monohydrate (0.57 g) at 20-25 degrees C. for 3.5 hours at which time the solvents are remov... Reactants: C12CN(CC(CC1)O2)C2=NC(=NC(=C2NC(CCN(C)C)=O)NC(C)C)Cl (N-(4-(8-Oxa-3-azabicyclo[3.2.1]octan-3-yl)-2-chloro-6-(isopropylamino)pyrimidin-5-yl)-3-(dimethylamino)propanamide), N1=CC(=CC=C1)NC(=O)NC1=CC=C(C=C1)B1OC(C(O1)(C)C)(C)C (1-(Pyridin-3-yl)-3-(4-(4,4,5,5-tetramethyl-1,3,2-dioxaborolan-2-yl)phenyl)urea). The product is C12CN(CC(CC1)O2)C2=NC(=NC(=C2NC(CCN(C)C)=O)NC(C)C)C2=CC=C(C=C2)NC(=O)NC=2C=NC=CC2 (N-(4-(8-oxa-3-azabicyclo[3.2.1]octan-3-yl)-6-(isopropylamino)-2-(4-(3-pyridin-3-ylureido)phenyl)pyrimidin-5-yl)-3-(dimethylamino)propanamide). As a reaction SMILES: [CH:1]12[O:8][CH:5]([CH2:6][CH2:7]1)[CH2:4][N:3]([C:9]1[C:14]([NH:15][C:16](=[O:22])[CH2:17][CH2:18][N:19]([CH3:21])[CH3:20])=[C:13]([NH:23][CH:24]([CH3:26])[CH3:25])[N:12]=[C:11](Cl)[N:10]=1)[CH2:2]2.[N:28]1[CH:33]=[CH:32][CH:31]=[C:30]([NH:34][C:35]([NH:37][C:38]2[CH:43]=[CH:42][C:41](B3OC(C)(C)C(C)(C)O3)=[CH:40][CH:39]=2)=[O:36])[CH:29]=1>>[CH:1]12[O:8][CH:5]([CH2:6][CH2:7]1)[CH2:4][N:3]([C:9]1[C:14]([NH:15][C:16](=[O:22])[CH2:17][CH2:18][N:19]([CH3:21])[CH3:20])=[C:13]([NH:23][CH:24]([CH3:26])[CH3:25])[N:12]=[C:11]([C:41]3[CH:40]=[CH:39][C:38]([NH:37][C:35]([NH:34][C:30]4[CH:29]=[N:28][CH:33]=[CH:32][CH:31]=4)=[O:36])=[CH:43][CH:42]=3)[N:10]=1)[CH2:2]2. Reported procedure: N-(4-(8-oxa-3-azabicyclo[3.2.1]octan-3-yl)-6-(isopropylamino)-2-(4-(3-pyridin-3-ylureido)phenyl)pyrimidin-5-yl)-3-(dimethylamino)propanamide was prepared by Suzuki coupling using the general method from scheme 2 for the preparation of 6 using N-(4-(8-oxa-3-azabicyclo[3.2.1]octan-3-yl)-2-chloro-6-(isopropylamino)pyrimidin-5-yl)-3-(dimethylamino)propanamide (49, 0.050 g, 0.126 mmoles) and 1-(pyridin-3-yl)-3-(4-(4,4,5,5-tetramethyl-1,3,2-dioxaborolan-2-yl)phenyl)urea (52, 0.047 g, 0.139 mmoles). Th... The reactants are C=O, CN1CNC(c2ccccc2)C(c2ccc3ccccc3c2)C1, CCOCC, CO, CCCCCC, Cl, O. The product is CN1COC(c2ccccc2)C(c2ccc3ccccc3c2)C1, Cl. As a reaction SMILES: [CH2:24]=[O:25].[CH3:1][N:2]1[CH2:3][NH:4][CH:5]([c:18]2[cH:19][cH:20][cH:21][cH:22][cH:23]2)[CH:6]([c:8]2[cH:9][c:10]3[cH:11][cH:12][cH:13][cH:14][c:15]3[cH:16][cH:17]2)[CH2:7]1.[CH3:27][CH2:28][O:29][CH2:30][CH3:31].[CH3:32][OH:33].[CH3:35][CH2:36][CH2:37][CH2:38][CH2:39][CH3:40].[ClH:26].[OH2:34]>>[CH3:1][N:2]1[CH2:3][O:29][CH:5]([c:18]2[cH:19][cH:20][cH:21][cH:22][cH:23]2)[CH:6]([c:8]2[cH:9][c:10]3[cH:11][cH:12][cH:13][cH:14][c:15]3[cH:16][cH:17]2)[CH2:7]1.[ClH:26]. Reactants: COc1ccccc1Oc1c(Cl)nc(-c2ccncc2)nc1NS(=O)(=O)CCc1ccccn1, Cl, [H-], [Na+], CN(C)C=O, OCCO. The product is COc1ccccc1Oc1c(NS(=O)(=O)CCc2ccccn2)nc(-c2ccncc2)nc1OCCO. Reaction SMILES: [Cl:7][c:8]1[c:9]([O:32][c:33]2[c:34]([O:39][CH3:40])[cH:35][cH:36][cH:37][cH:38]2)[c:10]([NH:20][S:21](=[O:22])(=[O:23])[CH2:24][CH2:25][c:26]2[n:27][cH:28][cH:29][cH:30][cH:31]2)[n:11][c:12](-[c:14]2[cH:15][cH:16][n:17][cH:18][cH:19]2)[n:13]1.[ClH:41].[H-:2].[Na+:1].[O:42]=[CH:43][N:44]([CH3:45])[CH3:46].[OH:3][CH2:4][CH2:5][OH:6]>>[OH:3][CH2:4][CH2:5][O:6][c:8]1[c:9]([O:32][c:33]2[c:34]([O:39][CH3:40])[cH:35][cH:36][cH:37][cH:38]2)[c:10]([NH:20][S:21](=[O:22])(=[O:23])[CH2:24][CH2:25][c:26]2[n:27][cH:28][cH:29][cH:30][cH:31]2)[n:11][c:12](-[c:14]2[cH:15][cH:16][n:17][cH:18][cH:19]2)[n:13]1.